Dataset: the Open Reaction Database (ORD), a public repository of structured organic reaction records. Task: describe an organic reaction: reactants, conditions, products, and yield Reactants: N-(1,7-diaza4-oxa-8-oxo-tricyclo-[9.6.1.012,17]-octadeca-11(18), 12,14,16-tetraen-9S-yl)-3(R)-(-3-phenyl-1H-pyrrol-1-yl)-succinamic acid benzyl ester, C(C1=CC=CC=C1)OC(C[C@H](C(=O)N[C@@H](C(C)(C)C)C(NC)=O)N1C=C(C=C1)C1=CC=CC=C1)=O (N-[2,2-dimethyl-1(S)-(methylcarbamoyl)propyl]-3(R)-(3-phenyl-1H-pyrrol-1-yl)succinamic acid benzyl ester), C(#N)C1=CC=C(C=C1)C1C(OC(C1)OC)OC (3-(4-cyanophenyl)-2,5-dimethoxy-tetrahydrofuran). The product is C(C1=CC=CC=C1)OC(C[C@H](C(=O)N[C@@H](C(C)(C)C)C(NC)=O)N1C=C(C=C1)C1=CC=C(C=C1)C#N)=O (3(R)-[-3-(4-cyanophenyl)-1H-pyrrol-1-yl]-N-[2,2-dimethyl-1(S)-(methylcarbamoyl)propyl]succinamic acid benzyl ester). Yield: 41.0%. RXN SMILES: [CH2:1]([O:8][C:9](=[O:35])[CH2:10][C@@H:11]([N:24]1[CH:28]=[CH:27][C:26]([C:29]2[CH:34]=[CH:33][CH:32]=[CH:31][CH:30]=2)=[CH:25]1)[C:12]([NH:14][C@H:15]([C:20](=[O:23])[NH:21][CH3:22])[C:16]([CH3:19])([CH3:18])[CH3:17])=[O:13])[C:2]1[CH:7]=[CH:6][CH:5]=[CH:4][CH:3]=1.[C:36](C1C=CC(C2CC(OC)OC2OC)=CC=1)#[N:37]>>[CH2:1]([O:8][C:9](=[O:35])[CH2:10][C@@H:11]([N:24]1[CH:28]=[CH:27][C:26]([C:29]2[CH:30]=[CH:31][C:32]([C:36]#[N:37])=[CH:33][CH:34]=2)=[CH:25]1)[C:12]([NH:14][C@H:15]([C:20](=[O:23])[NH:21][CH3:22])[C:16]([CH3:19])([CH3:18])[CH3:17])=[O:13])[C:2]1[CH:7]=[CH:6][CH:5]=[CH:4][CH:3]=1. Procedure details: According to the procedure described in Example 1(c) for the preparation of N-(1,7-diaza4-oxa-8-oxo-tricyclo-[9.6.1.012,17]-octadeca-11(18), 12,14,16-tetraen-9S-yl)-3(R)-(-3-phenyl-1H-pyrrol-1-yl)-succinamic acid benzyl ester, crude 3(R)-amino-N-(2,2-dimethyl-1(S)-methylcarbamoylpropyl)succinamic acid benzyl ester trifluroacetate salt (prepared as described in Example 1(b)) and 3-(4-cyanophenyl)-2,5-dimethoxy-tetrahydrofuran were condensed. Drying the crude product via azeotrope with benzene gav... The reactants are OCC1CC(Nc2cc(Cl)ncn2)C(O)C1O, [I-], I, [Na+]. Yields the product OCC1CC(Nc2cc(I)ncn2)C(O)C1O. As a reaction SMILES: [Cl:1][c:2]1[cH:3][c:4]([NH:8][CH:9]2[CH:10]([OH:17])[CH:11]([OH:16])[CH:12]([CH2:14][OH:15])[CH2:13]2)[n:5][cH:6][n:7]1.[I-:19].[IH:20].[Na+:18]>>[c:2]1([I:19])[cH:3][c:4]([NH:8][CH:9]2[CH:10]([OH:17])[CH:11]([OH:16])[CH:12]([CH2:14][OH:15])[CH2:13]2)[n:5][cH:6][n:7]1. Starting materials: O=C([O-])[O-], ClCc1ccc2c(c1)OCO2, CN(C)C=O, N#Cc1ccc(O)cc1F, [K+], [K+]. Yields the product N#Cc1ccc(OCc2ccc3c(c2)OCO3)cc1F. As a reaction SMILES: [C:11](=[O:12])([O-:13])[O-:14].[CH2:17]1[O:18][c:19]2[cH:20][c:21]([CH2:22][Cl:23])[cH:24][cH:25][c:26]2[O:27]1.[CH3:28][N:29]([CH3:30])[CH:31]=[O:32].[F:1][c:2]1[c:3]([C:4]#[N:5])[cH:6][cH:7][c:8]([OH:10])[cH:9]1.[K+:15].[K+:16]>>[F:1][c:2]1[c:3]([C:4]#[N:5])[cH:6][cH:7][c:8]([O:10][CH2:22][c:21]2[cH:20][c:19]3[c:26]([cH:25][cH:24]2)[O:27][CH2:17][O:18]3)[cH:9]1. The reactants are O=C1CCC(=O)N1Br, CC(=O)Nc1nc(CCc2ccc(NC(NC(=O)OC(C)(C)C)NC(=O)OC(C)(C)C)cc2)cs1, CO, C1CCOC1. Yields the product CC(=O)Nc1nc(CCc2ccc(NC(NC(=O)OC(C)(C)C)NC(=O)OC(C)(C)C)cc2)c(Br)s1. Reaction SMILES: [Br:41][N:42]1[C:43](=[O:44])[CH2:45][CH2:46][C:47]1=[O:48].[C:1]([CH3:2])(=[O:3])[NH:4][c:5]1[s:6][cH:7][c:8]([CH2:10][CH2:11][c:12]2[cH:13][cH:14][c:15]([NH:18][CH:19]([NH:20][C:21]([O:22][C:23]([CH3:24])([CH3:25])[CH3:26])=[O:27])[NH:28][C:29]([O:30][C:31]([CH3:32])([CH3:33])[CH3:34])=[O:35])[cH:16][cH:17]2)[n:9]1.[CH3:49][OH:50].[O:36]1[CH2:37][CH2:38][CH2:39][CH2:40]1>>[C:1]([CH3:2])(=[O:3])[NH:4][c:5]1[s:6][c:7]([Br:41])[c:8]([CH2:10][CH2:11][c:12]2[cH:13][cH:14][c:15]([NH:18][CH:19]([NH:20][C:21]([O:22][C:23]([CH3:24])([CH3:25])[CH3:26])=[O:27])[NH:28][C:29]([O:30][C:31]([CH3:32])([CH3:33])[CH3:34])=[O:35])[cH:16][cH:17]2)[n:9]1. The reactants are O.O.[Sn](Cl)Cl (Tin(II) chloride dihydrate), C(C1=CC=CC=C1)N1C(C2=CC=CC(=C2C=C1)[N+](=O)[O-])=O (2-benzyl-5-nitroisoquinolin-1(2H)-one), C([O-])(O)=O.[Na+] (sodium bicarbonate). The solvent is O (water), C(C)O (ethanol). Product: NC1=C2C=CN(C(C2=CC=C1)=O)CC1=CC=CC=C1 (5-amino-2-benzylisoquinolin-1(2H)-one). The yield is 93.5%. RXN SMILES: O.O.[Sn](Cl)Cl.[CH2:6]([N:13]1[CH:22]=[CH:21][C:20]2[C:15](=[CH:16][CH:17]=[CH:18][C:19]=2[N+:23]([O-])=O)[C:14]1=[O:26])[C:7]1[CH:12]=[CH:11][CH:10]=[CH:9][CH:8]=1.C(=O)(O)[O-].[Na+]>C(O)C.O>[NH2:23][C:19]1[CH:18]=[CH:17][CH:16]=[C:15]2[C:20]=1[CH:21]=[CH:22][N:13]([CH2:6][C:7]1[CH:12]=[CH:11][CH:10]=[CH:9][CH:8]=1)[C:14]2=[O:26] |f:0.1.2,4.5|. Procedure details: Tin(II) chloride dihydrate (1.21 g, 5.36 mmol) was added to a stirred solution of 2-benzyl-5-nitroisoquinolin-1(2H)-one (300 mg, 1.07 mmol) in anhydrous ethanol (20 mL). The reaction mixture was stirred at reflux for 20 h. The resulting mixture was cooled to room temperature, treated with saturated aqueous sodium bicarbonate to pH=11 and diluted with water (100 mL). The obtained mixture was extracted with ethyl acetate (3×70 mL). The combined organic fractions were dried over anhydrous Na2SO4, f... The reactants are CN1C(N(C(C1C(C1=CC=C(C=C1)OCC1=CC=CC=C1)=O)CCC)C)=O (1,3-dimethyl-4-propyl-5-(4-benzyloxybenzoyl)-2-imidazolidinone), [H][H] (hydrogen). Solvent: C(C)O (ethanol). The product is CN1C(N(C(C1C(C1=CC=C(C=C1)O)=O)CCC)C)=O (1,3-Dimethyl-4-propyl-5-(4-hydroxybenzoyl)-2-imidazolidinone). As a reaction SMILES: [CH3:1][N:2]1[CH:6]([C:7](=[O:22])[C:8]2[CH:13]=[CH:12][C:11]([O:14]CC3C=CC=CC=3)=[CH:10][CH:9]=2)[CH:5]([CH2:23][CH2:24][CH3:25])[N:4]([CH3:26])[C:3]1=[O:27].[H][H]>C(O)C>[CH3:1][N:2]1[CH:6]([C:7](=[O:22])[C:8]2[CH:9]=[CH:10][C:11]([OH:14])=[CH:12][CH:13]=2)[CH:5]([CH2:23][CH2:24][CH3:25])[N:4]([CH3:26])[C:3]1=[O:27]. Reported procedure: 1,3-dimethyl-4-propyl-5-(4-benzyloxybenzoyl)-2-imidazolidinone (10 g) is dissolved in 100 ml ethanol and the reaction flask charged with 100 mg 10% pallidium on charcoal. The mixture is hydrogenated at atmospheric pressure until 1 equivalent of hydrogen is consumed. After filtration and evaporation of solvent the title compound is obtained. Reaction SMILES: [BH3:6].[CH2:27]1[O:28][CH2:29][CH2:30][CH2:31]1.[CH3:32][CH2:33][O:34][CH2:35][CH3:36].[CH3:7][O:8][N:9]=[C:10]([CH2:11][n:12]1[n:13][cH:14][cH:15][cH:16]1)[c:17]1[cH:18][cH:19][c:20]([Cl:23])[cH:21][cH:22]1.[Na+:26].[O:1]1[CH2:2][CH2:3][CH2:4][CH2:5]1.[OH-:25].[OH2:24]>>[NH2:9][CH:10]([CH2:11][n:12]1[n:13][cH:14][cH:15][cH:16]1)[c:17]1[cH:18][cH:19][c:20]([Cl:23])[cH:21][cH:22]1. Product: NC(Cn1cccn1)c1ccc(Cl)cc1. Reactants: B, C1CCOC1, CCOCC, CON=C(Cn1cccn1)c1ccc(Cl)cc1, [Na+], C1CCOC1, [OH-], O. Starting materials: C(CCC)C=1NC(N(N1)C1=C(C=CC(=C1)C(=O)OC)Cl)=O (5-n-butyl-2-[5-(carbomethoxy)-2-chlorophenyl)-2,4-dihydro-3H-1,2,4-triazol-3-one), C(C)(C)(C)NS(=O)(=O)C1=C(C=CC=C1)C1=CC=C(C=C1)CBr ([2'-(N-t-butylsulfamoyl)biphenyl- 4-yl]methyl bromide). The product is crude product, C(CCC)C=1N(C(N(N1)C1=C(C=CC(=C1)C(=O)OC)Cl)=O)CC1=CC=C(C=C1)C1=C(C=CC=C1)S(NC(C)(C)C)(=O)=O (5-n-Butyl-4-[[2'-(N-t-butylsulfamoyl)biphenyl-4-yl]methyl]-2-[5-(carbomethoxy)-2-chlorophenyl)-2,4-dihydro-3H-1,2,4-triazol-3-one). Isolated yield 85.0%. Reaction SMILES: [CH2:1]([C:5]1[NH:6][C:7](=[O:21])[N:8]([C:10]2[CH:15]=[C:14]([C:16]([O:18][CH3:19])=[O:17])[CH:13]=[CH:12][C:11]=2[Cl:20])[N:9]=1)[CH2:2][CH2:3][CH3:4].[C:22]([NH:26][S:27]([C:30]1[CH:35]=[CH:34][CH:33]=[CH:32][C:31]=1[C:36]1[CH:41]=[CH:40][C:39]([CH2:42]Br)=[CH:38][CH:37]=1)(=[O:29])=[O:28])([CH3:25])([CH3:24])[CH3:23]>>[CH2:1]([C:5]1[N:6]([CH2:42][C:39]2[CH:40]=[CH:41][C:36]([C:31]3[CH:32]=[CH:33][CH:34]=[CH:35][C:30]=3[S:27](=[O:29])(=[O:28])[NH:26][C:22]([CH3:23])([CH3:25])[CH3:24])=[CH:37][CH:38]=2)[C:7](=[O:21])[N:8]([C:10]2[CH:15]=[C:14]([C:16]([O:18][CH3:19])=[O:17])[CH:13]=[CH:12][C:11]=2[Cl:20])[N:9]=1)[CH2:2][CH2:3][CH3:4]. Procedure: By the procedure of Example 13, Step A, 5-n-butyl-2-[5-(carbomethoxy)-2-chlorophenyl)-2,4-dihydro-3H-1,2,4-triazol-3-one (from Step A) was alkylated with [2'-(N-t-butylsulfamoyl)biphenyl- 4-yl]methyl bromide (from Example 12, Step D). Flash chromatography of the crude product on silica gel (gradient elution with 0.5-5.0% MeOH in CH2Cl2) gave an 85% yield of the title compound as a white solid, mp 65°-67° C., homogeneous by TLC (98:2 CH2Cl2 --MeOH), mass spectrum (FAB) m/e 555 [M-(t-Bu)]+. The reactants are BrB(Br)Br, COc1ccc(C(C)C(O)(c2ccc3c(c2)N(C)C(=O)CO3)C(F)(F)F)c(Cl)c1, ClCCl. Product: CC(c1ccc(O)cc1Cl)C(O)(c1ccc2c(c1)N(C)C(=O)CO2)C(F)(F)F. As a reaction SMILES: [B:30]([Br:31])([Br:32])[Br:33].[Cl:1][c:2]1[c:3]([CH:10]([C:11]([C:12]([F:13])([F:14])[F:15])([OH:16])[c:17]2[cH:18][cH:19][c:20]3[c:21]([cH:28]2)[N:22]([CH3:27])[C:23](=[O:26])[CH2:24][O:25]3)[CH3:29])[cH:4][cH:5][c:6]([O:8][CH3:9])[cH:7]1.[Cl:34][CH2:35][Cl:36]>>[Cl:1][c:2]1[c:3]([CH:10]([C:11]([C:12]([F:13])([F:14])[F:15])([OH:16])[c:17]2[cH:18][cH:19][c:20]3[c:21]([cH:28]2)[N:22]([CH3:27])[C:23](=[O:26])[CH2:24][O:25]3)[CH3:29])[cH:4][cH:5][c:6]([OH:8])[cH:7]1. The reactants are C(=O)(N)NNC(=O)N (hydrazodicarbonamide), C1(=CC(=CC=C1)CN)CN (m-xylylene diamine). Solvent: CN1C(CCC1)=O (N-methyl pyrrolidone). Product: N1NC(N(C1=O)CC1=CC(=CC=C1)CN1C(NNC1=O)=O)=O (1,3-bis-(1,2,4-triazolidine-3,5-dione-4-yl-methyl)-benzene), crystals. As a reaction SMILES: [C:1]([NH:4][NH:5][C:6]([NH2:8])=[O:7])(N)=[O:2].[C:9]1([CH2:17][NH2:18])[CH:14]=[CH:13][CH:12]=[C:11]([CH2:15]N)[CH:10]=1>CN1CCCC1=O>[NH:5]1[C:6](=[O:7])[N:8]([CH2:15][C:11]2[CH:12]=[CH:13][CH:14]=[C:9]([CH2:17][N:18]3[C:6](=[O:7])[NH:5][NH:4][C:1]3=[O:2])[CH:10]=2)[C:1](=[O:2])[NH:4]1. Procedure details: 64.2 g of hydrazodicarbonamide and 37 g of m-xylylene diamine in 300 ml of N-methyl pyrrolidone are heated with stirring for 4 hours to 175° C. and for 30 hours to 200° C. The solvent is then distilled off in vacuo and the residue is recrystallised from chloroform, giving 58 g (70% of the theoretical) of 1,3-bis-(1,2,4-triazolidine-3,5-dione-4-yl-methyl)-benzene in the form of colourless crystals melting at 244° to 246° C.